Dataset: the Open Reaction Database (ORD), a public repository of structured organic reaction records. Task: describe an organic reaction: reactants, conditions, products, and yield Reactants: ClC1=CC=C2C=3N(C(CN(C13)C)C)C=C(C2=O)C(=O)OCC (ethyl 10-chloro-2,3-dihydro-1,3-dimethyl-7-oxo-1H, 7H-pyrido[1,2,3-de]quinoxaline-6-carboxylate), C (charcoal). Run in [OH-].[Na+] (sodium hydroxide). The product is ClC1=CC=C2C=3N(C(CN(C13)C)C)C=C(C2=O)C(=O)O (10-chloro-2,3-dihydro-1,3-dimethyl-7-oxo-1H,7H-pyrido[1,2,3-de]quinoxaline-6-carboxylic acid). Reaction SMILES: [Cl:1][C:2]1[C:11]2[N:10]([CH3:12])[CH2:9][CH:8]([CH3:13])[N:7]3[CH:14]=[C:15]([C:18]([O:20]CC)=[O:19])[C:16](=[O:17])[C:5]([C:6]=23)=[CH:4][CH:3]=1.C>[OH-].[Na+]>[Cl:1][C:2]1[C:11]2[N:10]([CH3:12])[CH2:9][CH:8]([CH3:13])[N:7]3[CH:14]=[C:15]([C:18]([OH:20])=[O:19])[C:16](=[O:17])[C:5]([C:6]=23)=[CH:4][CH:3]=1 |f:2.3|. Reported procedure: A mixture of 13.8 g of ethyl 10-chloro-2,3-dihydro-1,3-dimethyl-7-oxo-1H, 7H-pyrido[1,2,3-de]quinoxaline-6-carboxylate and 600 ml of three percent sodium hydroxide solution is heated on a steam bath for five hours. The solution is treated with decolorizing charcoal, filtered and neutralized to pH 7 with acetic acid. The product is separated by filtration, washed with water and recrystallized from N,N-dimethylformamide to provide yellow crystals of 10-chloro-2,3-dihydro-1,3-dimethyl-7-oxo-1H,7H-p... The reactants are ClC1=C(C=C(CNC(C(C)C)=O)C=C1)N1N=C(NC1=O)C1=CC(=C(C=C1)I)F (N-(4-chloro-3-(3-(3-fluoro-4-iodophenyl)-4,5-dihydro-5-oxo-1,2,4-triazol-1-yl)benzyl)isobutyramide), CC(C#C)(C)C (3,3-dimethylbut-1-yne), CCCC[N+](CCCC)(CCCC)CCCC.[F-] (TBAF). The reagents and catalysts are Cl[Pd]([P](C1=CC=CC=C1)(C2=CC=CC=C2)C3=CC=CC=C3)([P](C4=CC=CC=C4)(C5=CC=CC=C5)C6=CC=CC=C6)Cl (bis(triphenylphosphine)palladium(II) chloride). Solvent: CS(=O)C (DMSO). Yields the product ClC1=C(C=C(CNC(C(C)C)=O)C=C1)N1N=C(NC1=O)C1=CC(=C(C=C1)C#CC(C)(C)C)F (N-(4-chloro-3-(3-(3-fluoro-4-(3,3-dimethylbut-1-ynyl)phenyl)-4,5-dihydro-5-oxo-1,2,4-triazol-1-yl)benzyl)isobutyramide). Isolated yield 12.4%. As a reaction SMILES: [Cl:1][C:2]1[CH:14]=[CH:13][C:5]([CH2:6][NH:7][C:8](=[O:12])[CH:9]([CH3:11])[CH3:10])=[CH:4][C:3]=1[N:15]1[C:19](=[O:20])[NH:18][C:17]([C:21]2[CH:26]=[CH:25][C:24](I)=[C:23]([F:28])[CH:22]=2)=[N:16]1.[CH3:29][C:30]([CH3:34])([CH3:33])[C:31]#[CH:32].CCCC[N+](CCCC)(CCCC)CCCC.[F-]>Cl[Pd](Cl)([P](C1C=CC=CC=1)(C1C=CC=CC=1)C1C=CC=CC=1)[P](C1C=CC=CC=1)(C1C=CC=CC=1)C1C=CC=CC=1.CS(C)=O>[Cl:1][C:2]1[CH:14]=[CH:13][C:5]([CH2:6][NH:7][C:8](=[O:12])[CH:9]([CH3:11])[CH3:10])=[CH:4][C:3]=1[N:15]1[C:19](=[O:20])[NH:18][C:17]([C:21]2[CH:26]=[CH:25][C:24]([C:32]#[C:31][C:30]([CH3:34])([CH3:33])[CH3:29])=[C:23]([F:28])[CH:22]=2)=[N:16]1 |f:2.3,^1:55,74|. Procedure: The title compound was prepared according to the procedure described in Example-111 by using N-(4-chloro-3-(3-(3-fluoro-4-iodophenyl)-4,5-dihydro-5-oxo-1,2,4-triazol-1-yl)benzyl)isobutyramide (0.080 g, 0.155 mmol), 3,3-dimethylbut-1-yne (0.019 g, 0.233 mmol), TBAF (0.121 g, 0.466 mmol), bis(triphenylphosphine)palladium(II) chloride (0.004 g, 0.006 mmol) and DMSO (3.0 mL) to afford 0.009 g of the desired product. 1H NMR (300 MHz, DMSO d6): δ 1.02 (d, J=6.9 Hz, 6H), 1.31 (s, 9H), 2.39-2.42 (m, 1H)... Starting materials: ClC1=NC=C(C(=O)O)C=C1 (6-chloronicotinic acid), C(=O)(N1C=NC=C1)N1C=NC=C1 (1,1'-carbonyldiimidazole), O1CCCC1 (tetrahydrofuran), CC1(NC=CN1)CCCN (2-methyl-1H-imidazolepropanamine). Conditions: time 2 hour. Product: ClC1=CC=C(C=N1)C(=O)NCCCN1C(=NC=C1)C (6-Chloro-N-[3-(2-methyl-1H-imidazol-1-yl)propyl]-3-pyridinecarboxamide). Reaction SMILES: [Cl:1][C:2]1[CH:10]=[CH:9][C:5]([C:6]([OH:8])=O)=[CH:4][N:3]=1.[C:11]([N:18]1[CH:22]=[CH:21][N:20]=[CH:19]1)(N1C=CN=C1)=O.[CH3:23][C:24]1(CCCN)NC=C[NH:25]1.O1CCC[CH2:34]1>>[Cl:1][C:2]1[N:3]=[CH:4][C:5]([C:6]([NH:25][CH2:24][CH2:23][CH2:11][N:18]2[CH:22]=[CH:21][N:20]=[C:19]2[CH3:34])=[O:8])=[CH:9][CH:10]=1. Procedure details: A mixture of 2.36 g of 6-chloronicotinic acid and 2.43 g of 1,1'-carbonyldiimidazole in 60 ml of tetrahydrofuran was stirred at room temperature for 2 hours. Then, 2.08 g of 2-methyl-1H-imidazolepropanamine was added and the mixture was stirred at room temperature for 48 hours. The white precipitate which formed on the walls of the flask was collected by filtration, washed with ether and gave 3.2 g of the compound of the Example as cream colored crystals, mp 175°-177° C. Reactants: CN1N=C(C2=C1C(CCCC2)=O)C(=O)OCC (ethyl 1-methyl-8-oxo-1,4,5,6,7,8-hexahydrocyclohepta[c]pyrazole-3-carboxylate), C(C)(C)(C)OC(N(C)C)OC(C)(C)C (N,N-dimethylformamide di-tertbutyl acetal). The solvent is CN(C)C=O (DMF). Reaction conditions: temperature 80 celsius, time 3 hour. Product: CN(C)\C=C\1/CCCC2=C(N(N=C2C(=O)OCC)C)C1=O (Ethyl (7E)-7-[(dimethylamino)methylidene]-1-methyl-8-oxo-1,4,5,6,7,8-hexahydrocyclohepta[c]pyrazole-3-carboxylate). RXN SMILES: [CH3:1][N:2]1[C:6]2[C:7](=[O:12])[CH2:8][CH2:9][CH2:10][CH2:11][C:5]=2[C:4]([C:13]([O:15][CH2:16][CH3:17])=[O:14])=[N:3]1.C(O[CH:23](OC(C)(C)C)[N:24]([CH3:26])[CH3:25])(C)(C)C>CN(C=O)C>[CH3:23][N:24](/[CH:26]=[C:8]1\[CH2:9][CH2:10][CH2:11][C:5]2[C:4]([C:13]([O:15][CH2:16][CH3:17])=[O:14])=[N:3][N:2]([CH3:1])[C:6]=2[C:7]\1=[O:12])[CH3:25]. Procedure details: To a solution of ethyl 1-methyl-8-oxo-1,4,5,6,7,8-hexahydrocyclohepta[c]pyrazole-3-carboxylate (210 mg, 0.94 mmol) in DMF (2 mL), N,N-dimethylformamide di-tertbutyl acetal (0.68 mL, 2.82 mmol) was added. The mixture was stirred at 80° C. for 3 h. Solvent was removed under reduced pressure and the residue used without further purification. Reactants: C(C1=CC=CC=C1)OC(=O)N[C@@H]1C(N(CC1)[C@@H]1[C@@H](C[C@@H](CC1)NC(=O)OC(C)(C)C)C(=O)OC)=O ((1R,2S,5R)-methyl 2-((S)-3-(benzyloxycarbonylamino)-2-oxopyrrolidin-1-yl)-5-(tert-butoxycarbonylamino)-cyclohexanecarboxylate), C([O-])([O-])=O.[Cs+].[Cs+] (cesium carbonate), O (water). Run in CN(C)C=O (DMF). Run at time 16 hour. The product is C(C1=CC=CC=C1)OC(=O)N[C@@H]1C(N(CC1)[C@@H]1[C@H](C[C@@H](CC1)NC(=O)OC(C)(C)C)C(=O)OC)=O ((1S,2S,5R)-methyl 2-((S)-3-(benzyloxycarbonyl)amino-2-oxopyrrolidin-1-yl)-5-(tert-butoxycarbonyl)amino-cyclohexanecarboxylate). The yield is 76.3%. RXN SMILES: [CH2:1]([O:8][C:9]([NH:11][C@H:12]1[CH2:16][CH2:15][N:14]([C@H:17]2[CH2:22][CH2:21][C@@H:20]([NH:23][C:24]([O:26][C:27]([CH3:30])([CH3:29])[CH3:28])=[O:25])[CH2:19][C@H:18]2[C:31]([O:33][CH3:34])=[O:32])[C:13]1=[O:35])=[O:10])[C:2]1[CH:7]=[CH:6][CH:5]=[CH:4][CH:3]=1.C(=O)([O-])[O-].[Cs+].[Cs+].O>CN(C=O)C>[CH2:1]([O:8][C:9]([NH:11][C@H:12]1[CH2:16][CH2:15][N:14]([C@H:17]2[CH2:22][CH2:21][C@@H:20]([NH:23][C:24]([O:26][C:27]([CH3:30])([CH3:29])[CH3:28])=[O:25])[CH2:19][C@@H:18]2[C:31]([O:33][CH3:34])=[O:32])[C:13]1=[O:35])=[O:10])[C:2]1[CH:3]=[CH:4][CH:5]=[CH:6][CH:7]=1 |f:1.2.3|. Procedure: To a solution of (1R,2S,5R)-methyl 2-((S)-3-(benzyloxycarbonylamino)-2-oxopyrrolidin-1-yl)-5-(tert-butoxycarbonylamino)-cyclohexanecarboxylate (281 mg, 0.573 mmol, see Example 12a, Step 3) in anhydrous DMF was added cesium carbonate (747 mg, 2.29 mmol), and the mixture was stirred for 16 h at rt. At the end of the stirring the mixture was poured into water, and extracted with EtOAc (3×). The combined extracts were washed with water, dried (Na2SO4), filtered, and concentrated in vacuo. The residu... The reactants are BrC1=NC=CC=C1CC(OCC(=O)OC)C1=CC=CC=C1 (methyl 2-(2-(2-bromopyridin-3-yl)-1-phenylethoxy)acetate), C(C)(=O)[O-].[Na+] (sodium acetate), CO (methanol). Reaction conditions: temperature 23 celsius. The product is COC(COC(CC=1C(=NC=CC1)C(=O)OC)C1=CC=CC=C1)=O (Methyl 3-(2-(2-methoxy-2-oxoethoxy)-2-phenylethyl)picolinate). RXN SMILES: Br[C:2]1[C:7]([CH2:8][CH:9]([C:16]2[CH:21]=[CH:20][CH:19]=[CH:18][CH:17]=2)[O:10][CH2:11][C:12]([O:14][CH3:15])=[O:13])=[CH:6][CH:5]=[CH:4][N:3]=1.[C:22]([O-:25])(=[O:24])C.[Na+].[CH3:27]O>>[CH3:15][O:14][C:12](=[O:13])[CH2:11][O:10][CH:9]([C:16]1[CH:21]=[CH:20][CH:19]=[CH:18][CH:17]=1)[CH2:8][C:7]1[C:2]([C:22]([O:25][CH3:27])=[O:24])=[N:3][CH:4]=[CH:5][CH:6]=1 |f:1.2|. Procedure details: A stream of CO gas was bubbled through a mixture of methyl 2-(2-(2-bromopyridin-3-yl)-1-phenylethoxy)acetate (6.5 g, 18 mmol), sodium acetate (4.6 g, 55 mmol) and 1,1′-bis(diphenylphosphino)ferrocene-palladium(II)dichloride dichloromethane complex (3.0 g, 3.7 mmol) in anhydrous methanol (650 mL) at 70° C. for 4 h. The reaction mixture was cooled to 23° C. and concentrated. The residue was dissolved ethyl acetate (200 mL) and filtered through Celite®. The filtrate was concentrated and the residue... Starting materials: C(C)N(C(C)C)C(C)C (N-Ethyl-N,N-diisopropylamine), CC=1OC(C(N1)=CC1=CC=C(C=C1)OC(F)(F)F)=O (2-methyl-4-[4-(trifluoromethoxy)benzylidene]-1,3-oxazol-5(4H)-one), CO (methanol), Example 3 ( 3d ). The reagents and catalysts are [C].[Pd] (palladium-carbon). Reaction conditions: temperature 60 celsius, time 4 hour. Yields the product C(C)(=O)NC(C(=O)OC)CC1=CC=C(C=C1)OC(F)(F)F (Methyl 2-(acetylamino)-3-[4-(trifluoromethoxy)phenyl]propanoate). Isolated yield 81.0%. Reaction SMILES: [CH2:1](N(C(C)C)C(C)C)C.C[C:11]1[O:12][C:13](=[O:28])[C:14](=[CH:16][C:17]2[CH:22]=[CH:21][C:20]([O:23][C:24]([F:27])([F:26])[F:25])=[CH:19][CH:18]=2)[N:15]=1.[CH3:29][OH:30]>[C].[Pd]>[C:29]([NH:15][CH:14]([CH2:16][C:17]1[CH:22]=[CH:21][C:20]([O:23][C:24]([F:25])([F:26])[F:27])=[CH:19][CH:18]=1)[C:13]([O:12][CH3:11])=[O:28])(=[O:30])[CH3:1] |f:3.4|. Procedure details: N-Ethyl-N,N-diisopropylamine (2.50 g, 19.4 mmol) was added to a methanol (50 mL) solution of 2-methyl-4-[4-(trifluoromethoxy)benzylidene]-1,3-oxazol-5(4H)-one (5.00 g, 18.4 mmol) prepared in Reference Example 3 (3d), at room temperature. The mixture was stirred at 60° C. for 4 hours. The reaction solution was cooled to room temperature, and then 10% palladium-carbon (wet, 2.2 g) was added thereto. The resulting mixture was stirred under a hydrogen atmosphere (rubber balloon) at room temperature ...